Dataset: the Open Reaction Database (ORD), a public repository of structured organic reaction records. Task: describe an organic reaction: reactants, conditions, products, and yield The reactants are COC(=O)CCCc1cc2c(Cl)c(C#N)cnc2s1, COc1cc(N)cc(OC)c1OC, CCOCCO, Cl, c1ccncc1. The product is COC(=O)CCCc1cc2c(Nc3cc(OC)c(OC)c(OC)c3)c(C#N)cnc2s1. Reaction SMILES: [CH3:1][O:2][C:3]([CH2:4][CH2:5][CH2:6][c:7]1[cH:8][c:9]2[c:10]([n:11][cH:12][c:13]([C:16]#[N:17])[c:14]2[Cl:15])[s:18]1)=[O:19].[CH3:20][O:21][c:22]1[cH:23][c:24]([NH2:25])[cH:26][c:27]([O:31][CH3:32])[c:28]1[O:29][CH3:30].[CH3:40][CH2:41][O:42][CH2:43][CH2:44][OH:45].[ClH:33].[n:34]1[cH:35][cH:36][cH:37][cH:38][cH:39]1>>[CH3:1][O:2][C:3]([CH2:4][CH2:5][CH2:6][c:7]1[cH:8][c:9]2[c:10]([n:11][cH:12][c:13]([C:16]#[N:17])[c:14]2[NH:25][c:24]2[cH:23][c:22]([O:21][CH3:20])[c:28]([O:29][CH3:30])[c:27]([O:31][CH3:32])[cH:26]2)[s:18]1)=[O:19]. Reactants: Cl (Hydrochloric acid), BrC1=C(N(N=C1C#N)C)CC1(CCN(CC1)C(=O)OC(C)(C)C)F (tert-butyl 4-[(4-bromo-5-cyano-2-methyl-2H-pyrazol-3-yl)methyl]-4-fluoropiperidine-1-carboxylate). The solvent is C(C)O (ethanol). Reaction conditions: temperature 70 celsius. Yields the product Cl.BrC=1C(=NN(C1CC1(CCNCC1)F)C)C#N (4-bromo-5-[(4-fluoropiperidin-4-yl)methyl]-1-methyl-1H-pyrazole-3-carbonitrile hydrochloride). Reaction SMILES: [ClH:1].[Br:2][C:3]1[C:7]([C:8]#[N:9])=[N:6][N:5]([CH3:10])[C:4]=1[CH2:11][C:12]1([F:25])[CH2:17][CH2:16][N:15](C(OC(C)(C)C)=O)[CH2:14][CH2:13]1>C(O)C>[ClH:1].[Br:2][C:3]1[C:7]([C:8]#[N:9])=[N:6][N:5]([CH3:10])[C:4]=1[CH2:11][C:12]1([F:25])[CH2:13][CH2:14][NH:15][CH2:16][CH2:17]1 |f:3.4|. Reported procedure: Hydrochloric acid (0.55 mL of 6 M) was added to a suspension of tert-butyl 4-[(4-bromo-5-cyano-2-methyl-2H-pyrazol-3-yl)methyl]-4-fluoropiperidine-1-carboxylate (446 mg, 1.11 mmol) in ethanol (10 mL), and the reaction was heated at 70° C. for 1.5 hours, allowed to cool to room temperature, and concentrated under reduced pressure to provide 4-bromo-5-[(4-fluoropiperidin-4-yl)methyl]-1-methyl-1H-pyrazole-3-carbonitrile hydrochloride as a white solid. Starting materials: NC1=CC=CC=C1 (Aniline), C1(CCCCC1)=O (cyclohexanone). The product is C1CCCC=2C3=CC=CC=C3NC12 (Tetrahydrocarbazole). The yield is 87.0%. Reaction SMILES: [NH2:1][C:2]1[CH:7]=[CH:6][CH:5]=[CH:4][CH:3]=1.[C:8]1(=O)[CH2:13][CH2:12][CH2:11][CH2:10][CH2:9]1>>[CH2:10]1[C:9]2[NH:1][C:2]3[C:7](=[CH:6][CH:5]=[CH:4][CH:3]=3)[C:8]=2[CH2:13][CH2:12][CH2:11]1. Procedure: Aniline was reacted with cyclohexanone in the same way as in Example 3. Tetrahydrocarbazole was formed in a yield of 87% of the theoretical yield. Starting materials: CCc1c(C)c2c(c(NC(=O)N(C)C)c1CC=C(C)CCC(=O)OC)C(=O)OC2, CO, [Li+], [OH-], O, O. Yields the product CCc1c(C)c2c(c(NC(=O)N(C)C)c1CC=C(C)CCC(=O)O)C(=O)OC2. RXN SMILES: [CH3:1][N:2]([C:3]([NH:4][c:5]1[c:6]2[c:10]([c:11]([CH3:26])[c:12]([CH2:24][CH3:25])[c:13]1[CH2:14][CH:15]=[C:16]([CH2:17][CH2:18][C:19](=[O:20])[O:21][CH3:22])[CH3:23])[CH2:9][O:8][C:7]2=[O:27])=[O:28])[CH3:29].[CH3:34][OH:35].[Li+:33].[OH-:32].[OH2:30].[OH2:31]>>[CH3:1][N:2]([C:3]([NH:4][c:5]1[c:6]2[c:10]([c:11]([CH3:26])[c:12]([CH2:24][CH3:25])[c:13]1[CH2:14][CH:15]=[C:16]([CH2:17][CH2:18][C:19](=[O:20])[OH:21])[CH3:23])[CH2:9][O:8][C:7]2=[O:27])=[O:28])[CH3:29]. Starting materials: CCO, O=C1C2CCC=CC2C1(Cl)Cl, O, OCC1OC(OC2(CO)OC(CO)C(O)C2O)C(O)C(O)C1O. Product: OC1C2CCC=CC2C1(Cl)Cl. As a reaction SMILES: [CH3:36][CH2:37][OH:38].[Cl:25][C:26]1([Cl:35])[C:27](=[O:34])[CH:28]2[CH2:29][CH2:30][CH:31]=[CH:32][CH:33]12.[OH2:1].[OH:2][CH2:3][CH:4]1[CH:5]([OH:6])[CH:7]([OH:8])[CH:9]([OH:10])[CH:11]([O:12][C:13]2([CH2:22][OH:23])[CH:14]([OH:15])[CH:16]([OH:17])[CH:18]([CH2:19][OH:20])[O:21]2)[O:24]1>>[Cl:25][C:26]1([Cl:35])[CH:27]([OH:34])[CH:28]2[CH2:29][CH2:30][CH:31]=[CH:32][CH:33]12. Starting materials: CI, CN(C)C=O, CC(n1cncn1)C(O)(c1ccc(C(F)(F)F)cc1)c1ccc(C(F)(F)F)cc1, [H-], [Na+]. Yields the product COC(c1ccc(C(F)(F)F)cc1)(c1ccc(C(F)(F)F)cc1)C(C)n1cncn1. Reaction SMILES: [CH3:32][I:33].[CH3:34][N:35]([CH3:36])[CH:37]=[O:38].[F:1][C:2]([c:3]1[cH:4][cH:5][c:6]([C:9]([CH:10]([CH3:11])[n:12]2[n:13][cH:14][n:15][cH:16]2)([OH:17])[c:18]2[cH:19][cH:20][c:21]([C:24]([F:25])([F:26])[F:27])[cH:22][cH:23]2)[cH:7][cH:8]1)([F:28])[F:29].[H-:30].[Na+:31]>>[F:1][C:2]([c:3]1[cH:4][cH:5][c:6]([C:9]([CH:10]([CH3:11])[n:12]2[n:13][cH:14][n:15][cH:16]2)([O:17][CH3:32])[c:18]2[cH:19][cH:20][c:21]([C:24]([F:25])([F:26])[F:27])[cH:22][cH:23]2)[cH:7][cH:8]1)([F:28])[F:29].